Dataset: the Open Reaction Database (ORD), a public repository of structured organic reaction records. Task: describe an organic reaction: reactants, conditions, products, and yield RXN SMILES: IC1C=CC(C2NC([C@@H](N3C(=O)[C@@H](CCC(O)=O)NC3=O)C(C)C)=NC=2)=CC=1.C1(C[C@H]2NC(=O)[N:35]([C@H:39]([C:48]3[NH:49][C:50]([C:54]4[CH:59]=[CH:58][C:57]([I:60])=[CH:56][C:55]=4F)=[C:51](C)[N:52]=3)[C@H:40]([C:42]3C=CC=C[CH:43]=3)C)C2=O)CC1.C(O[C:68]([NH:70][C@H:71]([C:75]1[CH:80]=[CH:79][C:78]([O:81][CH2:82][C:83](=[O:87])N(C)C)=[CH:77][CH:76]=1)[C:72]([OH:74])=O)=[O:69])(C)(C)C.[Cl:88]N1C(=O)CCC1=O>>[Cl:88][C:55]1[CH:56]=[C:57]([I:60])[CH:58]=[CH:59][C:54]=1[C:50]1[NH:49][C:48]([C@@H:39]([N:35]2[C:72](=[O:74])[C@@H:71]([C:75]3[CH:76]=[CH:77][C:78]([O:81][CH2:82][CH2:83][OH:87])=[CH:79][CH:80]=3)[NH:70][C:68]2=[O:69])[CH2:40][CH2:42][CH3:43])=[N:52][CH:51]=1. Reported procedure: Prepared by the same method as described in example 1 except that (i) 2-chloro-1,4-diiodo-benzene was used in place of 2-fluoro-1,4-diiodo-benzene in step 80-A; (ii) (S)-2-tert-butoxycarbonylamino-pentanoic acid was used in place of (2S,3S)-2-tert-butoxycarbonylamino-3-phenyl-butyric acid in step 80-E; (iii) chlorination of the 5-position of the imidazole ring with N-chlorosuccinimide in step 80-F was omitted and (iv) removal of protecting groups and cyclization to form the hydantoin in step 80-... The reactants are IC1=CC=C(C=C1)C1=CN=C(N1)[C@H](C(C)C)N1C(N[C@@H](C1=O)CCC(=O)O)=O (3-((R)-1-{(S)-1-[5-(4-iodo-phenyl)-1H-imidazol-2-yl]-2-methyl-propyl}-2,5-dioxo-imidazolidin-4-yl)-propionic acid), ClN1C(CCC1=O)=O (N-chlorosuccinimide), C1(CC1)C[C@@H]1C(N(C(N1)=O)[C@@H]([C@@H](C)C1=CC=CC=C1)C=1NC(=C(N1)C)C1=C(C=C(C=C1)I)F)=O ((R)-5-Cyclopropylmethyl-3-{(1S,2S)-1-[5-(2-fluoro-4-iodo-phenyl)-4-methyl-1H-imidazol-2-yl]-2-phenyl-propyl}-imidazolidine-2,4-dione), C(C)(C)(C)OC(=O)N[C@@H](C(=O)O)C1=CC=C(C=C1)OCC(N(C)C)=O ((R)-tert-butoxycarbonylamino-(4-dimethylcarbamoylmethoxy-phenyl)-acetic acid). Product: ClC1=C(C=CC(=C1)I)C1=CN=C(N1)[C@H](CCC)N1C(N[C@@H](C1=O)C1=CC=C(C=C1)OCCO)=O ((R)-3-{(S)-1-[5-(2-Chloro-4-iodo-phenyl)-1H-imidazol-2-yl]-butyl}-5-[4-(2-hydroxy-ethoxy)-phenyl]-imidazolidine-2,4-dione). The reactants are C(C)(=O)N[C@@H]1C[C@@H](CC[C@@H]1N1C([C@H](CC1)NC(=O)OCC1=CC=CC=C1)=O)NC(OC(C)(C)C)=O (tert-butyl (1R,3R,4S)-3-acetamido-4-((S)-3-(benzyloxycarbonylamino)-2-oxopyrrolidin-1-yl)cyclohexylcarbamate), C(=O)(C(F)(F)F)O (TFA). The solvent is ClCCl (dichloromethane). Run at time 2 hour. Yields the product C(C)(=O)N[C@H]1[C@H](CC[C@H](C1)N)N1C([C@H](CC1)NC(OCC1=CC=CC=C1)=O)=O (benzyl (S)-1-((1S,2R,4R)-2-acetamido-4-aminocyclohexyl)-2-oxopyrrolidin-3-ylcarbamate). Yield: 101.7%. RXN SMILES: [C:1]([NH:4][C@H:5]1[C@@H:10]([N:11]2[CH2:15][CH2:14][C@H:13]([NH:16][C:17]([O:19][CH2:20][C:21]3[CH:26]=[CH:25][CH:24]=[CH:23][CH:22]=3)=[O:18])[C:12]2=[O:27])[CH2:9][CH2:8][C@@H:7]([NH:28]C(=O)OC(C)(C)C)[CH2:6]1)(=[O:3])[CH3:2].C(O)(C(F)(F)F)=O>ClCCl>[C:1]([NH:4][C@@H:5]1[CH2:6][C@H:7]([NH2:28])[CH2:8][CH2:9][C@@H:10]1[N:11]1[CH2:15][CH2:14][C@H:13]([NH:16][C:17](=[O:18])[O:19][CH2:20][C:21]2[CH:22]=[CH:23][CH:24]=[CH:25][CH:26]=2)[C:12]1=[O:27])(=[O:3])[CH3:2]. Procedure details: To a solution of tert-butyl (1R,3R,4S)-3-acetamido-4-((S)-3-(benzyloxycarbonylamino)-2-oxopyrrolidin-1-yl)cyclohexylcarbamate (100 g, 0.205 mol) in dichloromethane (400 ml) was added TFA (400 ml) at −20° C. The reaction solution was stirred at room temperature for 2 h. The solvent and most of TFA were removed under reduced pressure, and the residue was diluted with dichloromethane (2 L) and aqueous K2CO3 solution (2 L). The pH was adjusted to 10 with 1N HCl. The aqueous layer was extracted with ... The reactants are FC1=NC=C(C=C1C)[N+](=O)[O-] (2-Fluoro-3-methyl-5-nitropyridine). Reagents/catalysts: [Pd] (Pd/C). Run in CCO (EtOH). Yields the product NC=1C=C(C(=NC1)F)C (5-amino-2-fluoro-3-methylpyridine). The yield is 78.5%. RXN SMILES: [F:1][C:2]1[C:7]([CH3:8])=[CH:6][C:5]([N+:9]([O-])=O)=[CH:4][N:3]=1>CCO.[Pd]>[NH2:9][C:5]1[CH:6]=[C:7]([CH3:8])[C:2]([F:1])=[N:3][CH:4]=1. Procedure details: 2-Fluoro-3-methyl-5-nitropyridine (8.2 g, mmol) was combined with 5% Pd/C (100 mg) in EtOH (100 mL) under a H2 atmosphere for 16 hours. The mixture was filtered and concentrated, and the crude product was chromatographed (silica gel; CHCl3 /MeOH 99:1 to 96:4) to afford a solid (5.2 g, 78% ): 1H NMR (DMSO-d6, 300 MHz) δ2.10 (s, 3H), 5.11 (brs, 2H), 6.95 (dd, J=8.14 Hz, 1H), 7.26 (t, J=2.72 Hz, 1H); MS (CI/NH3) m/z: 127 (M+H)+, 144 (M+NH4)+. The reactants are 10, ClC1=CC(=C(C=C1Cl)NCCCO)[N+](=O)[O-] (3-[(4,5-dichloro-2-nitrophenyl)amino]-1-propanol), S(=O)(Cl)Cl (sulfinyl chloride). Solvent: ClC(Cl)Cl (trichloromethane). Conditions: time 4 hour. Product: ClC1=CC(=C(C=C1Cl)NCCCCl)[N+](=O)[O-] (4,5-dichloro-N-(3-chloropropyl)-2-nitrobenzenamine). Reaction SMILES: [Cl:1][C:2]1[C:7]([Cl:8])=[CH:6][C:5]([NH:9][CH2:10][CH2:11][CH2:12]O)=[C:4]([N+:14]([O-:16])=[O:15])[CH:3]=1.S(Cl)([Cl:19])=O>ClC(Cl)Cl>[Cl:1][C:2]1[C:7]([Cl:8])=[CH:6][C:5]([NH:9][CH2:10][CH2:11][CH2:12][Cl:19])=[C:4]([N+:14]([O-:16])=[O:15])[CH:3]=1. Reported procedure: To a stirred mixture of 10 parts of 3-[(4,5-dichloro-2-nitrophenyl)amino]-1-propanol and 75 parts of trichloromethane are added dropwise 11.2 parts of sulfinyl chloride. Upon completion, stirring is continued for 4 hours at reflux temperature. The reaction mixture is evaporated and the residue is purified by column-chromatography over silica gel using a mixture of trichloromethane and methanol (98:2) as eluent. The pure fractions are collected and the eluent is evaporated. The residue is crystal... Reactants: C(C)C1=C(C=CC=C1)CCC(=O)O (3-(2-ethylphenyl)propanoic acid), S(=O)(Cl)Cl (thionyl chloride). Run in C1(=CC=CC=C1)C (toluene). The product is C(C)C1=C(C=CC=C1)CCC(=O)Cl (3-(2-ethylphenyl)propanoyl chloride). RXN SMILES: [CH2:1]([C:3]1[CH:8]=[CH:7][CH:6]=[CH:5][C:4]=1[CH2:9][CH2:10][C:11]([OH:13])=O)[CH3:2].S(Cl)([Cl:16])=O>C1(C)C=CC=CC=1>[CH2:1]([C:3]1[CH:8]=[CH:7][CH:6]=[CH:5][C:4]=1[CH2:9][CH2:10][C:11]([Cl:16])=[O:13])[CH3:2]. Procedure: A mixture of 3-(2-ethylphenyl)propanoic acid (prepared in 3 steps from 1-ethyl-2-iodobenzene, 4.24 g, 23.8 mmole), thionyl chloride (9.50 ml, 130 mmol) and toluene (100 ml) was refluxed for 2 hours. Concentration in vacuo gave 3-(2-ethylphenyl)propanoyl chloride which was taken up in methylene chloride and used in the next step as a crude. Starting materials: C([O-])([O-])=O.[K+].[K+] (Potassium carbonate), ClCC(C)=O (chloroacetone), CC1=CC=2C3=C(N(C2C=C1)C=C(C)C1=CC=NC=C1)CCNC3 (8-Methyl-5-(2-pyridin-4-yl-propenyl)-2,3,4,5-tetrahydro-1H-pyrido[4,3-b]indole). The solvent is C(C)#N (acetonitrile). Run at temperature 70 celsius. Yields the product CC1=CC=2C3=C(N(C2C=C1)C=C(C)C1=CC=NC=C1)CCN(C3)CC(C)=O (1-[8-methyl-5-(2-pyridin-4-yl-propenyl)-1,3,4,5-tetrahydro-pyrido[4,3-b]indol-2-yl]-propan-2-one). The yield is 32.0%. As a reaction SMILES: [CH3:1][C:2]1[CH:10]=[CH:9][C:8]2[N:7]([CH:11]=[C:12]([C:14]3[CH:19]=[CH:18][N:17]=[CH:16][CH:15]=3)[CH3:13])[C:6]3[CH2:20][CH2:21][NH:22][CH2:23][C:5]=3[C:4]=2[CH:3]=1.C(=O)([O-])[O-].[K+].[K+].Cl[CH2:31][C:32](=[O:34])[CH3:33]>C(#N)C>[CH3:1][C:2]1[CH:10]=[CH:9][C:8]2[N:7]([CH:11]=[C:12]([C:14]3[CH:19]=[CH:18][N:17]=[CH:16][CH:15]=3)[CH3:13])[C:6]3[CH2:20][CH2:21][N:22]([CH2:31][C:32](=[O:34])[CH3:33])[CH2:23][C:5]=3[C:4]=2[CH:3]=1 |f:1.2.3|. Procedure: 8-Methyl-5-(2-pyridin-4-yl-propenyl)-2,3,4,5-tetrahydro-1H-pyrido[4,3-b]indole (50 mg, 0.165 mmol) was dissolved in 1 mL acetonitrile. Potassium carbonate (70 mg, 0.50 mmol) and chloroacetone (30 mg, 0.33 mmol) were added to the reaction mixture under nitrogen and the contents heated to 70° C. for 2 h. The reaction was monitored by TLC and LCMS. Acetonitrile was evaporated under vacuum and the reaction mixture diluted with water (10 mL). The desired compound was extracted with EtOAc (3×20 mL). T... Reaction conditions: time 3 hour. Run in C(C)#N (acetonitrile), C(C)#N (acetonitrile). As a reaction SMILES: [C:1]([O:20][C@@H](C)C(O)=O)([C:14]1[CH:19]=[CH:18][CH:17]=[CH:16][CH:15]=1)([C:8]1[CH:13]=[CH:12][CH:11]=[CH:10][CH:9]=1)[C:2]1[CH:7]=[CH:6][CH:5]=[CH:4][CH:3]=1.Cl.[CH3:27][O:28][C:29](=[O:34])[C@H:30]([CH2:32][SH:33])[NH2:31].Cl.CN(C)[CH2:38][CH2:39][CH2:40]N=C=NCC.CN1CC[O:51][CH2:50]C1>C(#N)C>[CH3:27][O:28][C:29](=[O:34])[C@@H:30]([NH:31][C:50](=[O:51])[C@@H:39]([CH3:38])[CH2:40][O:20][C:1]([C:2]1[CH:7]=[CH:6][CH:5]=[CH:4][CH:3]=1)([C:14]1[CH:15]=[CH:16][CH:17]=[CH:18][CH:19]=1)[C:8]1[CH:9]=[CH:10][CH:11]=[CH:12][CH:13]=1)[CH2:32][SH:33] |f:1.2,3.4|. The reactants are CN1CCOCC1 (4-methyl-morpholine), C(C1=CC=CC=C1)(C1=CC=CC=C1)(C1=CC=CC=C1)O[C@H](C(=O)O)C ((S)-2-trityloxy-propionic acid), Cl.COC([C@@H](N)CS)=O (L-cysteine methyl ester hydrochloride), Cl.CN(CCCN=C=NCC)C (N-(3-dimethylaminopropyl)-N'-ethylcarbodiimide hydrochloride). The yield is 16.5%. Yields the product COC([C@H](CS)NC([C@H](COC(C1=CC=CC=C1)(C1=CC=CC=C1)C1=CC=CC=C1)C)=O)=O ((R)-3-mercapto-2-[(S)-2-methyl-3-trityloxy-propionylamino]-propionic acid methyl ester). Reported procedure: To a suspension of 9.97 g of (S)-2-trityloxy-propionic acid, 5.60 g of L-cysteine methyl ester hydrochloride and 6.6 g of N-(3-dimethylaminopropyl)-N'-ethylcarbodiimide hydrochloride in 50 ml acetonitrile was added over 10 min a solution of 6.9 g of 4-methyl-morpholine in 50 ml of acetonitrile. The mixture was stirred at room temperature for 3 h and then partitioned between water and ethyl acetate. The organic layer was washed with brine, dried over magnesium sulfate and evaporated in vacuo. The...